From a dataset of the Open Reaction Database (ORD), a public repository of structured organic reaction records. describe an organic reaction: reactants, conditions, products, and yield Starting materials: Cl.ClC1=CC(=C(C=C1F)C=1N=C(C2=C(N1)C=CS2)N2CCC(CC2)CC(=O)O)F ({1-[2-(4-chloro-2,5-difluorophenyl)thieno[3,2-d]pyrimidine-4-yl]piperidine-4-yl}acetic acid hydrochloride), [Cl-].[NH4+] (ammonium chloride), C=1C=CC2=C(C1)N=NN2O (HOBt), CCN=C=NCCCN(C)C (EDCI). Run in O (water), CN(C)C=O (DMF), C(C)N(CC)CC (triethylamine). Reaction conditions: time 5 day. Product: ClC1=CC(=C(C=C1F)C=1N=C(C2=C(N1)C=CS2)N2CCC(CC2)CC(=O)NCl)F (2-{1-[2-(4-chloro-2,5-difluorophenyl)thieno[3,2-d]pyrimidine-4-yl]piperidine-4-yl}acetamido hydrochloride). Isolated yield 115.4%. RXN SMILES: [ClH:1].[Cl:2][C:3]1[C:8]([F:9])=[CH:7][C:6]([C:10]2[N:11]=[C:12]([N:19]3[CH2:24][CH2:23][CH:22]([CH2:25][C:26]([OH:28])=O)[CH2:21][CH2:20]3)[C:13]3[S:18][CH:17]=[CH:16][C:14]=3[N:15]=2)=[C:5]([F:29])[CH:4]=1.[Cl-].[NH4+:31].C1C=CC2N(O)N=NC=2C=1.CCN=C=NCCCN(C)C>O.CN(C=O)C.C(N(CC)CC)C>[Cl:2][C:3]1[C:8]([F:9])=[CH:7][C:6]([C:10]2[N:11]=[C:12]([N:19]3[CH2:24][CH2:23][CH:22]([CH2:25][C:26]([NH:31][Cl:1])=[O:28])[CH2:21][CH2:20]3)[C:13]3[S:18][CH:17]=[CH:16][C:14]=3[N:15]=2)=[C:5]([F:29])[CH:4]=1 |f:0.1,2.3|. Reported procedure: A mixture of 500 mg of {1-[2-(4-chloro-2,5-difluorophenyl)thieno[3,2-d]pyrimidine-4-yl]piperidine-4-yl}acetic acid hydrochloride, 316 mg of ammonium chloride, 0.82 ml of triethylamine, 319 mg of HOBt, 452 mg of EDCI and 10 ml of DMF was stirred for 5 days at room temperature. 60 ml of water was added to the reaction mixture and after the precipitate was filtered and washed with water, it was dried at 50° C. under reduced pressure. The obtained solid was dissolved in 10 ml of THF and was added to...